This data is from the Open Reaction Database (ORD), a public repository of structured organic reaction records. The task is: describe an organic reaction: reactants, conditions, products, and yield Reactants: C(CC)C1=NC2=C(N1CC1=CC=C(C=C1)C1=C(C=CC=C1)C#N)C=C(C=C2C)N2C(C1=CC=CC=C1C2)=O (4'-[[2-n-propyl-4-methyl-6-(1-oxo-isoindolin-2-yl)-benzimidazol-1-yl]-methyl]-2-cyano-biphenyl), [N-]=[N+]=[N-].[Na+] (sodium azide). Solvent: CN(C=O)C (dimethylformamide). Yields the product C(CC)C1=NC2=C(N1CC1=CC=C(C=C1)C1=C(C=CC=C1)C1=NN=NN1)C=C(C=C2C)N2C(C1=CC=CC=C1C2)=O (4'-[[2-n-Propyl-4-methyl-6-(1-oxo-isoindolin-2-yl)-benzimidazol-1-yl]-methyl]-2-(1H-tetrazol-5-yl)-biphenyl). RXN SMILES: [CH2:1]([C:4]1[N:8]([CH2:9][C:10]2[CH:15]=[CH:14][C:13]([C:16]3[CH:21]=[CH:20][CH:19]=[CH:18][C:17]=3[C:22]#[N:23])=[CH:12][CH:11]=2)[C:7]2[CH:24]=[C:25]([N:29]3[CH2:37][C:36]4[C:31](=[CH:32][CH:33]=[CH:34][CH:35]=4)[C:30]3=[O:38])[CH:26]=[C:27]([CH3:28])[C:6]=2[N:5]=1)[CH2:2][CH3:3].[N-:39]=[N+:40]=[N-:41].[Na+]>CN(C)C=O>[CH2:1]([C:4]1[N:8]([CH2:9][C:10]2[CH:15]=[CH:14][C:13]([C:16]3[CH:21]=[CH:20][CH:19]=[CH:18][C:17]=3[C:22]3[NH:41][N:40]=[N:39][N:23]=3)=[CH:12][CH:11]=2)[C:7]2[CH:24]=[C:25]([N:29]3[CH2:37][C:36]4[C:31](=[CH:32][CH:33]=[CH:34][CH:35]=4)[C:30]3=[O:38])[CH:26]=[C:27]([CH3:28])[C:6]=2[N:5]=1)[CH2:2][CH3:3] |f:1.2|. Procedure: Prepared analogously to Example 10 from 4'-[[2-n-propyl-4-methyl-6-(1-oxo-isoindolin-2-yl)-benzimidazol-1-yl]-methyl]-2-cyano-biphenyl and sodium azide in dimethylformamide.